From a dataset of the Open Reaction Database (ORD), a public repository of structured organic reaction records. describe an organic reaction: reactants, conditions, products, and yield Starting materials: C(C)(C)(C)[C@@H]1CC[C@H](CC1)NC(C)C1=CC=C(C(=O)OCC)C=C1 (ethyl 4-{1-[(trans-4-tert-butylcyclohexyl)amino]ethyl}benzoate), CNC=1C(=CC=CC1)N (N-methylbenzene-1,2-diamine), CCN(C(C)C)C(C)C (DIEA), CCN(C(C)C)C(C)C (DIEA), C(=S)(Cl)Cl (thiophosgene), Cl (HCl). Reagents/catalysts: FC(C(=O)[O-])(F)F.[Hg+2].FC(C(=O)[O-])(F)F (mercury (II) trifluoroacetate). Solvent: ClCCl (dichloromethane), ClCCl (dichloromethane), ClCCl (dichloromethane). Reaction conditions: temperature 0 celsius, time 10 minute. Yields the product C(C)(C)(C)[C@@H]1CC[C@H](CC1)N(C(C)C1=CC=C(C(=O)OCC)C=C1)C1=NC2=C(N1C)C=CC=C2 (ethyl 4-{1-[(trans-4-tert-butylcyclohexyl)(1-methyl-1H-benzimidazol-2-yl)amino]ethyl}benzoate). As a reaction SMILES: [C:1]([C@H:5]1[CH2:10][CH2:9][C@H:8]([NH:11][CH:12]([C:14]2[CH:24]=[CH:23][C:17]([C:18]([O:20][CH2:21][CH3:22])=[O:19])=[CH:16][CH:15]=2)[CH3:13])[CH2:7][CH2:6]1)([CH3:4])([CH3:3])[CH3:2].[CH3:25]CN(C(C)C)C(C)C.C(Cl)(Cl)=S.[CH3:38][NH:39][C:40]1[C:41]([NH2:46])=[CH:42][CH:43]=[CH:44][CH:45]=1.Cl>ClCCl.FC(F)(F)C([O-])=O.[Hg+2].FC(F)(F)C([O-])=O>[C:1]([C@H:5]1[CH2:10][CH2:9][C@H:8]([N:11]([C:38]2[N:46]([CH3:25])[C:41]3[CH:42]=[CH:43][CH:44]=[CH:45][C:40]=3[N:39]=2)[CH:12]([C:14]2[CH:24]=[CH:23][C:17]([C:18]([O:20][CH2:21][CH3:22])=[O:19])=[CH:16][CH:15]=2)[CH3:13])[CH2:7][CH2:6]1)([CH3:2])([CH3:3])[CH3:4] |f:6.7.8|. Reported procedure: To a 0° C. solution of ethyl 4-{1-[(trans-4-tert-butylcyclohexyl)amino]ethyl}benzoate (0.55 g, 1.66 mmol) and DIEA (0.35 mL, 1.99 mmol) in dry dichloromethane (15 mL) was slowly added thiophosgene (0.13 mL, 1.66 mmol). After stirring at 0° C. for 10 min and then at room temperature for 45 min, a solution of N-methylbenzene-1,2-diamine (0.22 g, 1.83 mmol) and DIEA (0.35 mL, 1.99 mmol) in dry dichloromethane (5 mL) was added. The reaction mixture was stirred for 1 h at ambient temperature and then...